This data is from the Open Reaction Database (ORD), a public repository of structured organic reaction records. The task is: describe an organic reaction: reactants, conditions, products, and yield The reactants are [Si](C)(C)(C(C)(C)C)OC[C@H]1N(CC(C(=C1)C)=O)C(=O)OC(C)(C)C ((S)-tert-butyl 2-((tert-butyldimethylsilyloxy)methyl)-4-methyl-5-oxo-5,6-dihydropyridine-1(2H)-carboxylate), [Si](C)(C)(C(C)(C)C)OC[C@H](C=C)N(C(OC(C)(C)C)=O)CC(C(=C)C1CC1)=O ((S)-tert-butyl 1-(tert-butyldimethylsilyloxy)but-3-en-2-yl(3-cyclopropyl-2-oxobut-3-enyl)carbamate), [Si](C)(C)(C(C)(C)C)OC[C@H](C=C)N(C(OC(C)(C)C)=O)CC(C(=C)C1CC1)=O ((S)-tert-butyl 1-(tert-butyldimethylsilyloxy)but-3-en-2-yl(3-cyclopropyl-2-oxobut-3-enyl)carbamate). Yields the product [Si](C)(C)(C(C)(C)C)OC[C@H]1N(CC(C(=C1)C1CC1)=O)C(=O)OC(C)(C)C ((S)-tert-butyl 2-((tert-butyldimethylsilyloxy)methyl)-4-cyclopropyl-5-oxo-5,6-dihydropyridine-1(2H)-carboxylate), oil. Yield: 79.0%. Reaction SMILES: [Si:1]([O:8][CH2:9][C@@H:10]([N:13]([CH2:21][C:22](=[O:28])[C:23]([CH:25]1[CH2:27][CH2:26]1)=C)[C:14](=[O:20])[O:15][C:16]([CH3:19])([CH3:18])[CH3:17])[CH:11]=C)([C:4]([CH3:7])([CH3:6])[CH3:5])([CH3:3])[CH3:2].[Si](OC[C@@H]1C=C(C)C(=O)CN1C(OC(C)(C)C)=O)(C(C)(C)C)(C)C>>[Si:1]([O:8][CH2:9][C@@H:10]1[CH:11]=[C:23]([CH:25]2[CH2:26][CH2:27]2)[C:22](=[O:28])[CH2:21][N:13]1[C:14]([O:15][C:16]([CH3:19])([CH3:17])[CH3:18])=[O:20])([C:4]([CH3:5])([CH3:7])[CH3:6])([CH3:3])[CH3:2]. Procedure: The title compound was prepared from (S)-tert-butyl 1-(tert-butyldimethylsilyloxy)but-3-en-2-yl(3-cyclopropyl-2-oxobut-3-enyl)carbamate (Intermediate 262, 5.16 g, 12.60 mmol) following the procedure described for Intermediate 7, except the reaction mixture was heated at 85° C. overnight The desired product was obtained as a light yellow oil (3.82 g, 79%). The reactants are C(C)OC(C(CC1=CC=C(C=C1)CCN(CCCCCCC)C(=O)OC(C)(C)C)OCC1=CC=CC=C1)=O (2-benzyloxy-3-{4-[2-(tert-butoxycarbonyl-heptyl-amino)-ethyl]-phenyl}-propionic acid ethyl ester), N(=C=O)C1=CC=C(C=C1)C(C)C (1-isocyanato-4-isopropyl-benzene). Product: C(C)OC(C(CC1=CC=C(C=C1)CCN(C(=O)NC1=CC=C(C=C1)C(C)C)CCCCCCC)OCC1=CC=CC=C1)=O (2-benzyloxy-3-(4-{2-[1-heptyl-3-(4-isopropyl-phenyl)-ureido]-ethyl}-phenyl)-propionic acid ethyl ester). RXN SMILES: [CH2:1]([O:3][C:4](=[O:38])[CH:5]([O:30][CH2:31][C:32]1[CH:37]=[CH:36][CH:35]=[CH:34][CH:33]=1)[CH2:6][C:7]1[CH:12]=[CH:11][C:10]([CH2:13][CH2:14][N:15](C(OC(C)(C)C)=O)[CH2:16][CH2:17][CH2:18][CH2:19][CH2:20][CH2:21][CH3:22])=[CH:9][CH:8]=1)[CH3:2].[N:39]([C:42]1[CH:47]=[CH:46][C:45]([CH:48]([CH3:50])[CH3:49])=[CH:44][CH:43]=1)=[C:40]=[O:41]>>[CH2:1]([O:3][C:4](=[O:38])[CH:5]([O:30][CH2:31][C:32]1[CH:33]=[CH:34][CH:35]=[CH:36][CH:37]=1)[CH2:6][C:7]1[CH:12]=[CH:11][C:10]([CH2:13][CH2:14][N:15]([CH2:16][CH2:17][CH2:18][CH2:19][CH2:20][CH2:21][CH3:22])[C:40]([NH:39][C:42]2[CH:47]=[CH:46][C:45]([CH:48]([CH3:50])[CH3:49])=[CH:44][CH:43]=2)=[O:41])=[CH:9][CH:8]=1)[CH3:2]. Procedure details: Synthesized from 2-benzyloxy-3-{4-[2-(tert-butoxycarbonyl-heptyl-amino)-ethyl]-phenyl}-propionic acid ethyl ester using procedures analogous to that used for Example 8 immediately followed by Example 10 and substituting 1-isocyanato-4-isopropyl-benzene in the place of 2,4-dimethoxyphenylisocyanate to give crude 2-benzyloxy-3-(4-{2-[1-heptyl-3-(4-isopropyl-phenyl)-ureido]-ethyl}-phenyl)-propionic acid ethyl ester. Starting materials: NC=1C=C(C=C(C1)C(F)(F)F)O (3-amino-5-(trifluoromethyl)phenol), S(O)(O)(=O)=O (sulfuric acid), [I-].[K+] (potassium iodide), N(=O)[O-].[Na+] (sodium nitrite). The solvent is O (water), O (water), O (water). Run at temperature 0 celsius, time 30 minute. Yields the product IC=1C=C(C=C(C1)C(F)(F)F)O (3-iodo-5-(trifluoromethyl)phenol). The yield is 79.1%. Reaction SMILES: N[C:2]1[CH:3]=[C:4]([OH:12])[CH:5]=[C:6]([C:8]([F:11])([F:10])[F:9])[CH:7]=1.S(=O)(=O)(O)O.N([O-])=O.[Na+].[I-:22].[K+]>O>[I:22][C:2]1[CH:3]=[C:4]([OH:12])[CH:5]=[C:6]([C:8]([F:11])([F:10])[F:9])[CH:7]=1 |f:2.3,4.5|. Reported procedure: To a stirred solution of 3-amino-5-(trifluoromethyl)phenol (42 g, 237.12 mmol, 1.00 equiv) in water (80 mL) at 0° C. was added 50% sulfuric acid (240 mL) dropwise. The resulting solution was stirred at 0° C. for 30 min. A solution of sodium nitrite (24.5 g, 355.07 mmol, 1.50 equiv) in water (90 mL) followed by a solution of potassium iodide (78.7 g) in water (80 mL) was added dropwise at 0° C. The resulting solution was stirred at 25° C. for 8 h. The reaction mixture was extracted with 2×100 mL ... Reactants: C1(=CC=CC=C1)C(=CC)C1=CC=CC=C1 (1,1-diphenylpropene), ClC1=CC(=CC=C1)C(=O)OO (m-chloroperbenzoic acid). Procedure: A solution of 2.00 g (10.3 mmol) 1,1-diphenylpropene and 2.09 g (10.4 mmol) 85% m-chloroperbenzoic acid in 15 ml dichloromethane was stirred in the dark at room temperature for 4 hours. The mixture was partitioned between dichloromethane and saturated K2CO3 solution and the organic layer was washed with brine and dried over Na2SO4. This was concentrated to give 2.14 g (98%) of 2,2-diphenyl-3-methyloxirane as a colorless oil. Reaction SMILES: [C:1]1([C:7]([C:10]2[CH:15]=[CH:14][CH:13]=[CH:12][CH:11]=2)=[CH:8][CH3:9])[CH:6]=[CH:5][CH:4]=[CH:3][CH:2]=1.ClC1C=CC=C(C(OO)=[O:24])C=1>ClCCl>[C:1]1([C:7]2([C:10]3[CH:11]=[CH:12][CH:13]=[CH:14][CH:15]=3)[CH:8]([CH3:9])[O:24]2)[CH:6]=[CH:5][CH:4]=[CH:3][CH:2]=1. The solvent is ClCCl (dichloromethane). The product is C1(=CC=CC=C1)C1(OC1C)C1=CC=CC=C1 (2,2-diphenyl-3-methyloxirane). Yield: 98.8%.